From a dataset of the Open Reaction Database (ORD), a public repository of structured organic reaction records. describe an organic reaction: reactants, conditions, products, and yield The reactants are C(C)(=O)OCC (ethyl acetate), CCCCCC (hexane). Reaction conditions: temperature 5 celsius. Product: OC1OC2=CC(=CC=C2CC1)C (2-hydroxy-7-methylchroman). Reaction SMILES: [C:1]([O:4][CH2:5][CH3:6])(=[O:3])[CH3:2].[CH3:7][CH2:8][CH2:9][CH2:10][CH2:11][CH3:12]>>[OH:3][CH:1]1[CH2:2][CH2:12][C:11]2[C:5](=[CH:6][C:8]([CH3:7])=[CH:9][CH:10]=2)[O:4]1. Reported procedure: The resulting oil was purified by silica gel column chromatography (eluent: hexane/ethyl acetate=19/1), and a fraction containing a desired compound was concentrated to obtain 4.64 g (24.1 mmol) of 2-ethoxy-7-methylchroman as pale-yellow oil. To 4.59 g (23.9 mmol) of the resulting 2-ethoxy-7-methylchroman were added 75 ml of acetonitrile, 25 ml of water and 5.3 ml (60.0 mmol) of a 35% hydrochloric acid aqueous solution, and the reaction was conducted at 60° C. for 1 hour with stirring. After the... The reactants are COC(=O)Cl, CCN(C(C)C)C(C)C, ClCCl, Cl, COC(=O)C1CCNC(c2cc(F)c(F)c(F)c2)C1. Product: COC(=O)C1CCN(C(=O)OC)C(c2cc(F)c(F)c(F)c2)C1. As a reaction SMILES: [C:30]([O:31][CH3:32])(=[O:33])[Cl:34].[CH:21]([N:22]([CH2:23][CH3:24])[CH:25]([CH3:26])[CH3:27])([CH3:28])[CH3:29].[Cl:35][CH2:36][Cl:37].[ClH:1].[F:2][c:3]1[cH:4][c:5]([CH:11]2[NH:12][CH2:13][CH2:14][CH:15]([C:17](=[O:18])[O:19][CH3:20])[CH2:16]2)[cH:6][c:7]([F:10])[c:8]1[F:9]>>[F:2][c:3]1[cH:4][c:5]([CH:11]2[N:12]([C:30]([O:31][CH3:32])=[O:33])[CH2:13][CH2:14][CH:15]([C:17](=[O:18])[O:19][CH3:20])[CH2:16]2)[cH:6][c:7]([F:10])[c:8]1[F:9]. The reactants are O (water), BrC=1C(=C(C(=NC1)OC)[N+](=O)[O-])C (5-Bromo-2-methoxy-4-methyl-3-nitropyridine), COC(N(C)C)OC (1,1-dimethoxy-N,N-dimethylmethanamine), C[O-].[Li+] (lithium methanolate). Run in CN(C=O)C (dimethylformamide). Run at temperature 100 celsius, time 16 hour. The product is BrC=1C(=C(C(=NC1)OC)[N+](=O)[O-])/C=C/N(C)C ((E)-2-(5-bromo-2-methoxy-3-nitropyridin-4-yl)-N,N-dimethylethenamine). Isolated yield 75.6%. RXN SMILES: [Br:1][C:2]1[C:3]([CH3:13])=[C:4]([N+:10]([O-:12])=[O:11])[C:5]([O:8][CH3:9])=[N:6][CH:7]=1.C[O-].[Li+].CO[CH:19](OC)[N:20]([CH3:22])[CH3:21].O>CN(C)C=O>[Br:1][C:2]1[C:3](/[CH:13]=[CH:19]/[N:20]([CH3:22])[CH3:21])=[C:4]([N+:10]([O-:12])=[O:11])[C:5]([O:8][CH3:9])=[N:6][CH:7]=1 |f:1.2|. Procedure: 5-Bromo-2-methoxy-4-methyl-3-nitropyridine (15.0 g, 60.7 mmol) was dissolved in dimethylformamide (300 mL), and lithium methanolate (6.07 mL, 6.07 mmol, 1 M) was added. The reaction mixture was heated to 100° C. To this mixture was added 1,1-dimethoxy-N,N-dimethylmethanamine (64.5 mL, 486 mmol) over 10 minutes. The reaction mixture was stirred at 95° C. for 16 hours. The reaction mixture was cooled to room temperature and water was added carefully (300 mL, exothermic). The resulting precipitate ...